Dataset: the Open Reaction Database (ORD), a public repository of structured organic reaction records. Task: describe an organic reaction: reactants, conditions, products, and yield Reactants: FC1=C(C=CC(=C1)C1OC(C(O1)(C)C)(C)C)C1=CC=2OCCNC2N=C1 (7-(2-fluoro-4-(4,4,5,5-tetramethyl-1,3-dioxolan-2-yl)phenyl)-3,4-dihydro-2H-pyrido[3,2-b][1,4]oxazine), BrC1=C(C=CC=C1)S(=O)(=O)C (1-bromo-2-(methylsulfonyl)benzene). The product is FC=1C=C(C=CC1C1=CC=2OCCNC2N=C1)C1=C(C=CC=C1)S(=O)(=O)C (7-[3-Fluoro-2′-(methylsulfonyl)biphenyl-4-yl]-3,4-dihydro-2H-pyrido[3,2-b][1,4]oxazine). As a reaction SMILES: [F:1][C:2]1[CH:7]=[C:6]([CH:8]2OC(C)(C)C(C)(C)O2)[CH:5]=[CH:4][C:3]=1[C:17]1[CH:26]=[N:25][C:24]2[NH:23][CH2:22][CH2:21][O:20][C:19]=2[CH:18]=1.Br[C:28]1[CH:33]=[CH:32][CH:31]=C[C:29]=1[S:34]([CH3:37])(=[O:36])=[O:35]>>[F:1][C:2]1[CH:7]=[C:6]([C:8]2[CH:31]=[CH:32][CH:33]=[CH:28][C:29]=2[S:34]([CH3:37])(=[O:36])=[O:35])[CH:5]=[CH:4][C:3]=1[C:17]1[CH:26]=[N:25][C:24]2[NH:23][CH2:22][CH2:21][O:20][C:19]=2[CH:18]=1. Reported procedure: The title compound was prepared in a manner similar to that described in Example 444 using 7-(2-fluoro-4-(4,4,5,5-tetramethyl-1,3-dioxolan-2-yl)phenyl)-3,4-dihydro-2H-pyrido[3,2-b][1,4]oxazine and 1-bromo-2-(methylsulfonyl)benzene. MS (ESI): mass calcd. for C20H17FN2O3S, 384.09; m/z found, 385.1 [M+H]+. 1H NMR (400 MHz, CDCl3) δ 8.27-8.24 (m, 1H), 7.99-7.93 (m, 1H), 7.71-7.65 (m, 1H), 7.63-7.57 (m, 1H), 7.47 (m, 1H), 7.41-7.38 (m, 1H), 7.33-7.27 (m, 3H), 4.32-4.24 (m, 2H), 3.67-3.59 (m, 2H), 2.7...